Dataset: the Open Reaction Database (ORD), a public repository of structured organic reaction records. Task: describe an organic reaction: reactants, conditions, products, and yield Reactants: F[B-](F)(F)F, Cc1nc(CCc2conc2-c2ccccn2)sc1C(=O)O, CCN(C(C)C)C(C)C, NC1CCOCC1, CN(C)C=O, CN(C)C(On1nnc2ccccc21)=[N+](C)C. Product: Cc1nc(CCc2conc2-c2ccccn2)sc1C(=O)NC1CCOCC1. As a reaction SMILES: [B-:23]([F:24])([F:25])([F:26])[F:27].[CH3:1][c:2]1[n:3][c:4]([CH2:10][CH2:11][c:12]2[c:13](-[c:17]3[n:18][cH:19][cH:20][cH:21][cH:22]3)[n:14][o:15][cH:16]2)[s:5][c:6]1[C:7](=[O:8])[OH:9].[CH:45]([N:46]([CH2:47][CH3:48])[CH:49]([CH3:50])[CH3:51])([CH3:52])[CH3:53].[NH2:54][CH:55]1[CH2:56][CH2:57][O:58][CH2:59][CH2:60]1.[O:61]=[CH:62][N:63]([CH3:64])[CH3:65].[n:28]1([O:29][C:30]([N:31]([CH3:32])[CH3:33])=[N+:34]([CH3:35])[CH3:36])[c:37]2[cH:38][cH:39][cH:40][cH:41][c:42]2[n:43][n:44]1>>[CH3:1][c:2]1[n:3][c:4]([CH2:10][CH2:11][c:12]2[c:13](-[c:17]3[n:18][cH:19][cH:20][cH:21][cH:22]3)[n:14][o:15][cH:16]2)[s:5][c:6]1[C:7](=[O:9])[NH:54][CH:55]1[CH2:56][CH2:57][O:58][CH2:59][CH2:60]1. Starting materials: CC(=O)N1CC(=O)NC(Cc2cccc(Oc3ccccc3)c2)C1=O, NN, CN(C)C=O, O, O. Yields the product O=C1CNC(=O)C(Cc2cccc(Oc3ccccc3)c2)N1. As a reaction SMILES: [C:4](=[O:5])([CH3:6])[N:7]1[C:8](=[O:28])[CH:9]([CH2:14][c:15]2[cH:16][c:17]([O:21][c:22]3[cH:23][cH:24][cH:25][cH:26][cH:27]3)[cH:18][cH:19][cH:20]2)[NH:10][C:11](=[O:13])[CH2:12]1.[NH2:2][NH2:3].[O:29]=[CH:30][N:31]([CH3:32])[CH3:33].[OH2:1].[OH2:34]>>[NH:7]1[C:8](=[O:28])[CH:9]([CH2:14][c:15]2[cH:16][c:17]([O:21][c:22]3[cH:23][cH:24][cH:25][cH:26][cH:27]3)[cH:18][cH:19][cH:20]2)[NH:10][C:11](=[O:13])[CH2:12]1.